From a dataset of the Open Reaction Database (ORD), a public repository of structured organic reaction records. describe an organic reaction: reactants, conditions, products, and yield The reactants are C1CCOC1, CSC(C)S(=O)C(C)SC, CCOC(C)=O, ClCCl, [Na+], O=S([O-])O, O=Cc1ccc(-n2ccnc2)cc1. Product: CCOC(=O)Cc1ccc(-n2ccnc2)cc1. As a reaction SMILES: [CH2:32]1[CH2:33][CH2:34][CH2:35][O:36]1.[CH3:14][CH:15]([S:16]([CH:17]([S:18][CH3:20])[CH3:21])=[O:19])[S:22][CH3:23].[CH3:37][CH2:38][O:39][C:40](=[O:41])[CH3:42].[Cl:24][CH2:25][Cl:26].[Na+:31].[S:27](=[O:28])([OH:29])[O-:30].[n:1]1(-[c:6]2[cH:7][cH:8][c:9]([CH:10]=[O:11])[cH:12][cH:13]2)[cH:2][n:3][cH:4][cH:5]1>>[n:1]1(-[c:6]2[cH:7][cH:8][c:9]([CH2:10][C:35](=[O:19])[O:36][CH2:32][CH3:33])[cH:12][cH:13]2)[cH:2][n:3][cH:4][cH:5]1. The reactants are CCc1cc(CCl)ccc1Br, ClC(Cl)Cl, Cl, I. The product is CCc1cc(CCl)cc(Cl)c1Br. Reaction SMILES: [Br:1][c:2]1[c:3]([CH2:10][CH3:11])[cH:4][c:5]([CH2:6][Cl:7])[cH:8][cH:9]1.[CH:14]([Cl:15])([Cl:16])[Cl:17].[Cl:13].[I:12]>>[Br:1][c:2]1[c:3]([CH2:10][CH3:11])[cH:4][c:5]([CH2:6][Cl:7])[cH:8][c:9]1[Cl:15]. Reactants: C(C)(=O)OCCC1CCC=2N(C3=CC=CC=C3C2C=2C(OC(C2C2=CN(C3=CC=CC=C23)C)=O)=O)C1 (3-[7-(2-acetoxyethyl)-6,7,8,9-tetrahydropyrido[1,2-a]indol-10-yl]-4-(1-methyl-3-indolyl)-furan-2,5-dione), CN(C=O)C (dimethylformamide), Cl (hydrochloric acid), solution, [OH-].[Na+] (sodium hydroxide). Run in N (ammonia). Reaction conditions: time 2 hour. Product: OCCC1CCC=2N(C3=CC=CC=C3C2C=2C(NC(C2C2=CN(C3=CC=CC=C23)C)=O)=O)C1 (3-[6,7,8,9-tetrahydro-7-(2-hydroxyethyl)pyrido[1,2-a]indol-10-yl]-4-(1-methyl-3-indolyl)-1H-pyrrole-2,5-dione). RXN SMILES: C([O:4][CH2:5][CH2:6][CH:7]1[CH2:36][N:11]2[C:12]3[C:17]([C:18]([C:19]4[C:20](=[O:35])[O:21][C:22](=O)[C:23]=4[C:24]4[C:32]5[C:27](=[CH:28][CH:29]=[CH:30][CH:31]=5)[N:26]([CH3:33])[CH:25]=4)=[C:10]2[CH2:9][CH2:8]1)=[CH:16][CH:15]=[CH:14][CH:13]=3)(=O)C.[OH-].[Na+].Cl.C[N:41](C)C=O>N>[OH:4][CH2:5][CH2:6][CH:7]1[CH2:36][N:11]2[C:12]3[C:17]([C:18]([C:19]4[C:20](=[O:35])[NH:41][C:22](=[O:21])[C:23]=4[C:24]4[C:32]5[C:27](=[CH:28][CH:29]=[CH:30][CH:31]=5)[N:26]([CH3:33])[CH:25]=4)=[C:10]2[CH2:9][CH2:8]1)=[CH:16][CH:15]=[CH:14][CH:13]=3 |f:1.2|. Procedure details: A solution of 200 mg of 3-[7-(2-acetoxyethyl)-6,7,8,9-tetrahydropyrido[1,2-a]indol-10-yl]-4-(1-methyl-3-indolyl)-furan-2,5-dione in 2 ml of dimethylformamide and 1 ml of 33% aqueous ammonia was heated to 140° C. Then, 1 ml of a 2M solution of sodium hydroxide was added to the cooled solution and the mixture was stirred for 2 hours. The mixture was acidified with 2M hydrochloric acid and evaporated. The residue was partitioned between ethyl acetate and water and the organic phase was dried. The s...